From a dataset of the Open Reaction Database (ORD), a public repository of structured organic reaction records. describe an organic reaction: reactants, conditions, products, and yield Starting materials: O=C([O-])[O-], CN(C)C=O, ClCc1ccc(Cl)cc1, Cl, Cn1c(C(F)(F)F)cc(=O)n(-c2ccc(O)cc2F)c1=O, [K+], [K+]. The product is Cn1c(C(F)(F)F)cc(=O)n(-c2ccc(OCc3ccc(Cl)cc3)cc2F)c1=O. RXN SMILES: [C:31](=[O:32])([O-:33])[O-:34].[CH3:38][N:39]([CH3:40])[CH:41]=[O:42].[Cl:22][c:23]1[cH:24][cH:25][c:26]([CH2:29][Cl:30])[cH:27][cH:28]1.[ClH:37].[F:1][c:2]1[c:3](-[n:9]2[c:10](=[O:21])[n:11]([CH3:20])[c:12]([C:16]([F:17])([F:18])[F:19])[cH:13][c:14]2=[O:15])[cH:4][cH:5][c:6]([OH:8])[cH:7]1.[K+:35].[K+:36]>>[F:1][c:2]1[c:3](-[n:9]2[c:10](=[O:21])[n:11]([CH3:20])[c:12]([C:16]([F:17])([F:18])[F:19])[cH:13][c:14]2=[O:15])[cH:4][cH:5][c:6]([O:8][CH2:29][c:26]2[cH:25][cH:24][c:23]([Cl:22])[cH:28][cH:27]2)[cH:7]1. Reactants: [H-].[Na+] (sodium hydride), [Cl-].[Na+] (sodium chloride), FC(CO)(C(F)(F)F)F (2,2,3,3,3-pentafluoro-1-propanol), ClC1=CC(=NC=C1)C#N (4-chloropyridine-2-carbonitrile). The solvent is CN(C=O)C (N,N-dimethylformamide). Conditions: time 25 minute. Product: FC(COC1=CC(=NC=C1)C#N)(C(F)(F)F)F (4-(2,2,3,3,3-pentafluoropropoxy)pyridine-2-carbonitrile). Yield: 75.6%. As a reaction SMILES: [H-].[Na+].[F:3][C:4]([F:11])([C:7]([F:10])([F:9])[F:8])[CH2:5][OH:6].Cl[C:13]1[CH:18]=[CH:17][N:16]=[C:15]([C:19]#[N:20])[CH:14]=1.[Cl-].[Na+]>CN(C)C=O>[F:3][C:4]([F:11])([C:7]([F:10])([F:9])[F:8])[CH2:5][O:6][C:13]1[CH:18]=[CH:17][N:16]=[C:15]([C:19]#[N:20])[CH:14]=1 |f:0.1,4.5|. Procedure details: Into 6 ml of N,N-dimethylformamide was suspended 0.16 g of sodium hydride (60% oily), and 0.52 g of 2,2,3,3,3-pentafluoro-1-propanol was added at 10° C. After stirring for 25 minutes, 0.4 g of 4-chloropyridine-2-carbonitrile was added, the mixture was stirred for 3 hours, and the reaction solution was poured into an aqueous saturated sodium chloride solution, followed by extraction with tert-butyl=methyl=ether three times. The organic layers were combined, washed with an aqueous saturated sodium... Starting materials: FC(C(=O)O)(F)F (Trifluoroacetic acid), C(#N)C=1C=C(C=CC1OC(C)C)C1=NC(=NO1)C=1C=CC=C2C(=CNC12)CCC(=O)OC(C)(C)C (1,1-Dimethylethyl 3-[7-(5-{3-cyano-4-[(1-methylethyl)oxy]phenyl}-1,2,4-oxadiazol-3-yl)-1H-indol-3-yl]propanoate). Run in ClCCl (dichloromethane). Reaction conditions: time 2 hour. Product: C(#N)C=1C=C(C=CC1OC(C)C)C1=NC(=NO1)C=1C=CC=C2C(=CNC12)CCC(=O)O (3-[7-(5-{3-Cyano-4-[(1-methylethyl)oxy]phenyl}-1,2,4-oxadiazol-3-yl)-1H-indol-3-yl]propanoic acid). The yield is 68.1%. RXN SMILES: FC(F)(F)C(O)=O.[C:8]([C:10]1[CH:11]=[C:12]([C:20]2[O:24][N:23]=[C:22]([C:25]3[CH:26]=[CH:27][CH:28]=[C:29]4[C:33]=3[NH:32][CH:31]=[C:30]4[CH2:34][CH2:35][C:36]([O:38]C(C)(C)C)=[O:37])[N:21]=2)[CH:13]=[CH:14][C:15]=1[O:16][CH:17]([CH3:19])[CH3:18])#[N:9]>ClCCl>[C:8]([C:10]1[CH:11]=[C:12]([C:20]2[O:24][N:23]=[C:22]([C:25]3[CH:26]=[CH:27][CH:28]=[C:29]4[C:33]=3[NH:32][CH:31]=[C:30]4[CH2:34][CH2:35][C:36]([OH:38])=[O:37])[N:21]=2)[CH:13]=[CH:14][C:15]=1[O:16][CH:17]([CH3:19])[CH3:18])#[N:9]. Procedure details: Trifluoroacetic acid (0.37 mL) was added to a solution of 1,1-dimethylethyl 3-[7-(5-{3-cyano-4-[(1-methylethyl)oxy]phenyl}-1,2,4-oxadiazol-3-yl)-1H-indol-3-yl]propanoate (D9) (45 mg) in dichloromethane (0.5 mL) at RT. The resulting solution was stirred for 2 hours. The reaction mixture was concentrated. The residue was recrystallized from dichloromethane to afford 3-[7-(5-{3-cyano-4-[(1-methylethyl)oxy]phenyl}-1,2,4-oxadiazol-3-yl)-1H-indol-3-yl]propanoic acid (E3) (27 mg) as a white solid. δH (... The reactants are C1(=CC=CC=C1)NC(=O)N1CCNCC1 (piperazine-1-carboxylic acid phenylamide), CC1=CC=C(C=O)C=C1 (4-methylbenzaldehyde). Product: C1(=CC=CC=C1)NC(=O)N1CCN(CC1)CC1=CC=C(C=C1)C (4-(4-Methyl-benzyl)-piperazine-1-carboxylic acid phenylamide). Reaction SMILES: [C:1]1([NH:7][C:8]([N:10]2[CH2:15][CH2:14][NH:13][CH2:12][CH2:11]2)=[O:9])[CH:6]=[CH:5][CH:4]=[CH:3][CH:2]=1.[CH3:16][C:17]1[CH:24]=[CH:23][C:20]([CH:21]=O)=[CH:19][CH:18]=1>>[C:1]1([NH:7][C:8]([N:10]2[CH2:15][CH2:14][N:13]([CH2:16][C:17]3[CH:24]=[CH:23][C:20]([CH3:21])=[CH:19][CH:18]=3)[CH2:12][CH2:11]2)=[O:9])[CH:6]=[CH:5][CH:4]=[CH:3][CH:2]=1. Reported procedure: The title compound was prepared from piperazine-1-carboxylic acid phenylamide and 4-methylbenzaldehyde. 1H NMR (400 MHz, CDCl3): 7.35-7.00 (m, 9H), 6.32 (s, 1H), 3.50-3.48 (m, 6H), 2.49-2.46 (m, 4H), 2.35 (s, 3H). The reactants are C(CCCCCCCCC)(=O)N (decanamide), C(C)N(C1=CC=C(C=O)C=C1)CC (4-(diethylamino)benzaldehyde). The product is C(C)N(C1=CC=C(C=C1)C(NC(CCCCCCCCC)=O)NC(CCCCCCCCC)=O)CC (N,N′-((4-(diethylamino)phenyl)methylene)bis(decanamide)). Yield: 56.0%. Reaction SMILES: [C:1]([NH2:12])(=[O:11])[CH2:2][CH2:3][CH2:4][CH2:5][CH2:6][CH2:7][CH2:8][CH2:9][CH3:10].[CH2:13]([N:15]([CH2:24][CH3:25])[C:16]1[CH:23]=[CH:22][C:19]([CH:20]=O)=[CH:18][CH:17]=1)[CH3:14]>>[CH2:13]([N:15]([CH2:24][CH3:25])[C:16]1[CH:23]=[CH:22][C:19]([CH:20]([NH:12][C:1](=[O:11])[CH2:2][CH2:3][CH2:4][CH2:5][CH2:6][CH2:7][CH2:8][CH2:9][CH3:10])[NH:12][C:1](=[O:11])[CH2:2][CH2:3][CH2:4][CH2:5][CH2:6][CH2:7][CH2:8][CH2:9][CH3:10])=[CH:18][CH:17]=1)[CH3:14]. Procedure details: Compound 55 was prepared from decanamide and 4-(diethylamino)benzaldehyde using method 1. Yield: 56%. 1H NMR (400 MHz, DMSO) δ 8.99 (d, J=9.6 Hz, 1H), 8.38 (d, J=8.8 Hz, 1H), 6.99 (d, J=8.8 Hz, 2H), 6.58 (d, J=8.4 Hz, 2H), 5.84 (d, J=8.4 Hz, 1H), 3.27-3.30 (m, 4H), 2.33 (t, J=7.2 Hz, 4H), 2.14 (t, J=7.2 Hz, 4H), 1.50-1.55 (m, 4H), 1.24-1.28 (m, 24H), 1.06 (t, J=7.2 Hz, 6H), 0.87 (t, J=7.2 Hz, 6H). LC-MS (ESI): m/z 502.4 (M+H)+. The reactants are NCCOCC=1NC(=C(C(C1C(=O)OCC)C1=C(C=CC=C1)Cl)C(=O)OC)C (2-(2-aminoethoxymethyl)-4-(2-chlorophenyl)-3-ethoxycarbonyl-5-methoxycarbonyl-6-methyl-1,4-dihydropyridine), O1C(=CC=C1)C(=O)NS(=O)(=O)Cl (2-furoylsulphamoyl chloride). The solvent is C(Cl)(Cl)Cl (chloroform), C(C)N(CC)CC (triethylamine). Run at time 17 hour. The product is ClC1=C(C=CC=C1)C1C(=C(NC(=C1C(=O)OC)C)COCCNS(=O)(=O)NC(=O)C=1OC=CC1)C(=O)OCC (4-(2-Chlorophenyl)-3-ethoxycarbonyl-2-[2-(2-furoylaminosulphonylamino)ethoxymethyl]-5-methoxycarbonyl-6-methyl-1,4-dihydropyridine). As a reaction SMILES: [NH2:1][CH2:2][CH2:3][O:4][CH2:5][C:6]1[NH:7][C:8]([CH3:28])=[C:9]([C:24]([O:26][CH3:27])=[O:25])[CH:10]([C:17]2[CH:22]=[CH:21][CH:20]=[CH:19][C:18]=2[Cl:23])[C:11]=1[C:12]([O:14][CH2:15][CH3:16])=[O:13].[O:29]1[CH:33]=[CH:32][CH:31]=[C:30]1[C:34]([NH:36][S:37](Cl)(=[O:39])=[O:38])=[O:35]>C(Cl)(Cl)Cl.C(N(CC)CC)C>[Cl:23][C:18]1[CH:19]=[CH:20][CH:21]=[CH:22][C:17]=1[CH:10]1[C:9]([C:24]([O:26][CH3:27])=[O:25])=[C:8]([CH3:28])[NH:7][C:6]([CH2:5][O:4][CH2:3][CH2:2][NH:1][S:37]([NH:36][C:34]([C:30]2[O:29][CH:33]=[CH:32][CH:31]=2)=[O:35])(=[O:38])=[O:39])=[C:11]1[C:12]([O:14][CH2:15][CH3:16])=[O:13]. Procedure details: To a solution of 2-(2-aminoethoxymethyl)-4-(2-chlorophenyl)-3-ethoxycarbonyl-5-methoxycarbonyl-6-methyl-1,4-dihydropyridine (0.5 g) in chloroform (dried over alumina) and triethylamine (2 ml) was added 2-furoylsulphamoyl chloride in one portion and the mixture stirred at room temperature for 17 hours. After evaporation to dryness, the resultant oil was partitioned between 5% aqueous sodium bicarbonate and methylene chloride. The combined organic liquors were dried (MgSO4), filtered and evaporate... Reactants: CCOC(=O)Cc1ccc(OCc2nc(-c3ccccc3)oc2C)c(OC)c1, CCO, Cl, [Na+], C1CCOC1, [OH-]. Yields the product COc1cc(CC(=O)O)ccc1OCc1nc(-c2ccccc2)oc1C. RXN SMILES: [CH3:1][O:2][c:3]1[cH:4][c:5]([CH2:23][C:24](=[O:25])[O:26][CH2:27][CH3:28])[cH:6][cH:7][c:8]1[O:9][CH2:10][c:11]1[n:12][c:13](-[c:17]2[cH:18][cH:19][cH:20][cH:21][cH:22]2)[o:14][c:15]1[CH3:16].[CH3:37][CH2:38][OH:39].[ClH:36].[Na+:30].[O:31]1[CH2:32][CH2:33][CH2:34][CH2:35]1.[OH-:29]>>[CH3:1][O:2][c:3]1[cH:4][c:5]([CH2:23][C:24](=[O:25])[OH:26])[cH:6][cH:7][c:8]1[O:9][CH2:10][c:11]1[n:12][c:13](-[c:17]2[cH:18][cH:19][cH:20][cH:21][cH:22]2)[o:14][c:15]1[CH3:16].